Dataset: the Open Reaction Database (ORD), a public repository of structured organic reaction records. Task: describe an organic reaction: reactants, conditions, products, and yield Starting materials: N1(CCOCC1)C1=NC(=NC(=N1)N1CC2CCC(C1)O2)C2=CC=C(N)C=C2 (4-[4-morpholin-4-yl-6-(8-oxa-3-azabicyclo[3.2.1]oct-3-yl)-1,3,5-triazin-2-yl]aniline), C1(=CC=C(C=C1)N=C=O)C (4-tolylisocyanate). Reagents/catalysts: CN(C)C=1C=CN=CC1 (DMAP). Run at time 24 hour. Yields the product CC1=CC=C(C=C1)NC(=O)NC1=CC=C(C=C1)C1=NC(=NC(=N1)N1CCOCC1)N1CC2CCC(C1)O2 (1-(4-methylphenyl)-3-{4-[4-morpholin-4-yl-6-(8-oxa-3-azabicyclo[3.2.1]oct-3-yl)-1,3,5-triazin-2-yl]phenyl}urea). RXN SMILES: [N:1]1([C:7]2[N:12]=[C:11]([N:13]3[CH2:19][CH:18]4[O:20][CH:15]([CH2:16][CH2:17]4)[CH2:14]3)[N:10]=[C:9]([C:21]3[CH:27]=[CH:26][C:24]([NH2:25])=[CH:23][CH:22]=3)[N:8]=2)[CH2:6][CH2:5][O:4][CH2:3][CH2:2]1.[C:28]1([CH3:37])[CH:33]=[CH:32][C:31]([N:34]=[C:35]=[O:36])=[CH:30][CH:29]=1>CN(C1C=CN=CC=1)C>[CH3:37][C:28]1[CH:33]=[CH:32][C:31]([NH:34][C:35]([NH:25][C:24]2[CH:26]=[CH:27][C:21]([C:9]3[N:8]=[C:7]([N:1]4[CH2:2][CH2:3][O:4][CH2:5][CH2:6]4)[N:12]=[C:11]([N:13]4[CH2:14][CH:15]5[O:20][CH:18]([CH2:17][CH2:16]5)[CH2:19]4)[N:10]=3)=[CH:22][CH:23]=2)=[O:36])=[CH:30][CH:29]=1. Reported procedure: The titled compound was prepared by starting from 4-[4-morpholin-4-yl-6-(8-oxa-3-azabicyclo[3.2.1]oct-3-yl)-1,3,5-triazin-2-yl]aniline (100 mg, 0.27 mmol)-4-tolylisocyanate (60 mg, 0.45 mmol) and DMAP (5 mg) was stirred at room temperature for a period of 24 hours. At the end, reaction mixture was concentrated and purified by Gilson HPLC, using ACN/water and TFA. White solid; mp: 228; Yield 80 mg (80%); (M+H) 502.4 Reactants: C[C@H]1CN(CCN1)CC1=CC=C(C=C1)NS(=O)(=O)C=1C=NC(=CC1)N1CCCCC1 (N-(4-{[(3S)-3-Methyl-1-piperazinyl]methyl}phenyl)-6-(1-piperidinyl)-3-pyridinesulfonamide), C[C@@H]1N(CCN(C1)CC1=CC=C(C=C1)NS(=O)(=O)C=1C=NC(=CC1)N1CCOCC1)C(=O)OC(C)(C)C (1,1-Dimethylethyl (2S)-2-methyl-4-{[4-({[6-(4-morpholinyl)-3-pyridinyl]sulfonyl}amino)phenyl]methyl}-1-piperazinecarboxylate). The product is C[C@H]1CN(CCN1)CC1=CC=C(C=C1)NS(=O)(=O)C=1C=NC(=CC1)N1CCOCC1 (N-(4-{[(3S)-3-Methyl-1-piperazinyl]methyl}phenyl)-6-(4-morpholinyl)-3-pyridinesulfonamide). As a reaction SMILES: C[C@@H]1NCCN(CC2C=CC(NS(C3C=NC(N4CCCCC4)=CC=3)(=O)=O)=CC=2)C1.[CH3:31][C@H:32]1[CH2:37][N:36]([CH2:38][C:39]2[CH:44]=[CH:43][C:42]([NH:45][S:46]([C:49]3[CH:50]=[N:51][C:52]([N:55]4[CH2:60][CH2:59][O:58][CH2:57][CH2:56]4)=[CH:53][CH:54]=3)(=[O:48])=[O:47])=[CH:41][CH:40]=2)[CH2:35][CH2:34][N:33]1C(OC(C)(C)C)=O>>[CH3:31][C@@H:32]1[NH:33][CH2:34][CH2:35][N:36]([CH2:38][C:39]2[CH:44]=[CH:43][C:42]([NH:45][S:46]([C:49]3[CH:50]=[N:51][C:52]([N:55]4[CH2:56][CH2:57][O:58][CH2:59][CH2:60]4)=[CH:53][CH:54]=3)(=[O:48])=[O:47])=[CH:41][CH:40]=2)[CH2:37]1. Reported procedure: The title compound was prepared in a similar manner to E3 using 1,1-dimethylethyl (2S)-2-methyl-4-{[4-({[6-(4-morpholinyl)-3-pyridinyl]sulfonyl}amino)phenyl]methyl}-1-piperazinecarboxylate (D18). MS (ES+): MH+ 432.3 Reactants: CO[C@@H]1CC[C@H](CC1)CN1C2=C(NCC1=O)N=CC(=N2)C=2C(=CC(=NC2)C(=O)N)C (5-(8-(((trans)-4-Methoxycyclohexyl)methyl)-7-oxo-5,6,7,8-tetrahydropyrazino[2,3-b]pyrazin-2-yl)-4-methylpicolinamide), S(O)(O)(=O)=O (sulfuric acid), C([O-])([O-])=O.[Na+].[Na+] (sodium carbonate), CO[C@@H]1CC[C@H](CC1)CN1C2=C(NCC1=O)N=CC(=N2)C=2C(=CC(=NC2)C#N)C (5-(8-(((trans)-4-Methoxycyclohexyl)methyl)-7-oxo-5,6,7,8-tetrahydropyrazino[2,3-b]pyrazin-2-yl)-4-methylpicolinonitrile), FC(C(=O)O)(F)F (trifluoroacetic acid). The yield is 67.0%. Reported procedure: 5-(8-(((trans)-4-Methoxycyclohexyl)methyl)-7-oxo-5,6,7,8-tetrahydropyrazino[2,3-b]pyrazin-2-yl)-4-methylpicolinamide. 5-(8-(((trans)-4-Methoxycyclohexyl)methyl)-7-oxo-5,6,7,8-tetrahydropyrazino[2,3-b]pyrazin-2-yl)-4-methylpicolinonitrile (0.607 g, 1.55 mmol), trifluoroacetic acid (2.0 mL, 26.0 mmol) and sulfuric acid (0.5 mL, 9.38 mmol) were combined and heated at 65° C. for 1 h. Reaction pH was adjusted to 10 with sodium carbonate and the resulting solution was extracted with ethyl acetate (3×1... RXN SMILES: CO[C@H]1CC[C@H](C[N:10]2C(=O)CNC3N=CC(C4C(C)=CC(C(N)=O)=NC=4)=[N:20][C:11]2=3)CC1.[CH3:31][O:32][C@H:33]1[CH2:38][CH2:37][C@H:36]([CH2:39][N:40]2[C:45](=[O:46])[CH2:44][NH:43][C:42]3[N:47]=[CH:48][C:49]([C:51]4[C:52]([CH3:59])=[CH:53][C:54]([C:57]#[N:58])=[N:55][CH:56]=4)=[N:50][C:41]2=3)[CH2:35][CH2:34]1.FC(F)(F)C(O)=O.S(=O)(=O)(O)O.C(=O)([O-])[O-].[Na+].[Na+]>>[CH3:31][O:32][C@H:33]1[CH2:38][CH2:37][C@H:36]([CH2:39][N:40]2[C:41]3=[N:50][C:49]([C:51]4[CH:56]=[N:55][C:54]([C:57]5[N:20]=[CH:11][NH:10][N:58]=5)=[CH:53][C:52]=4[CH3:59])=[CH:48][N:47]=[C:42]3[NH:43][CH2:44][C:45]2=[O:46])[CH2:35][CH2:34]1 |f:4.5.6|. Reaction conditions: temperature 65 celsius. Product: CO[C@@H]1CC[C@H](CC1)CN1C(CNC=2C1=NC(=CN2)C=2C=NC(=CC2C)C2=NNC=N2)=O (1-(((trans)-4-Methoxycyclohexyl)methyl)-7-(4-methyl-6-(1H-1,2,4-triazol-3-yl)pyridin-3-yl)-3,4-dihydropyrazino[2,3-b]pyrazin-2(1H)-one). Reactants: CC[O-], COCCCCN1C(=O)C(C)(COCC2CO2)Oc2cc(C(F)(F)F)c(C(=O)N(C(C)C)C3CCCN(C(=O)OC(C)(C)C)C3)cc21, [Cl-], [NH4+], [Na+], C1CCOC1. The product is CCOCC(O)COCC1(C)Oc2cc(C(F)(F)F)c(C(=O)N(C(C)C)C3CCCN(C(=O)OC(C)(C)C)C3)cc2N(CCCCOC)C1=O. As a reaction SMILES: [CH3:49][CH2:50][O-:51].[CH:1]([CH3:2])([CH3:3])[N:4]([CH:5]1[CH2:6][N:7]([C:11](=[O:12])[O:13][C:14]([CH3:15])([CH3:16])[CH3:17])[CH2:8][CH2:9][CH2:10]1)[C:18](=[O:19])[c:20]1[c:21]([C:44]([F:45])([F:46])[F:47])[cH:22][c:23]2[c:24]([cH:43]1)[N:25]([CH2:37][CH2:38][CH2:39][CH2:40][O:41][CH3:42])[C:26](=[O:36])[C:27]([CH2:29][O:30][CH2:31][CH:32]1[O:33][CH2:34]1)([CH3:35])[O:28]2.[Cl-:52].[NH4+:53].[Na+:48].[O:54]1[CH2:55][CH2:56][CH2:57][CH2:58]1>>[CH:1]([CH3:2])([CH3:3])[N:4]([CH:5]1[CH2:6][N:7]([C:11](=[O:12])[O:13][C:14]([CH3:15])([CH3:16])[CH3:17])[CH2:8][CH2:9][CH2:10]1)[C:18](=[O:19])[c:20]1[c:21]([C:44]([F:45])([F:46])[F:47])[cH:22][c:23]2[c:24]([cH:43]1)[N:25]([CH2:37][CH2:38][CH2:39][CH2:40][O:41][CH3:42])[C:26](=[O:36])[C:27]([CH2:29][O:30][CH2:31][CH:32]([OH:33])[CH2:34][O:51][CH2:50][CH3:49])([CH3:35])[O:28]2. Reactants: Cl.C(C)(C)(C)NN (t-butylhydrazine hydrochloride), [OH-].[Na+] (sodium hydroxide), C(C1=CC=CC=C1)(=O)Cl (benzoyl chloride), [OH-].[Na+] (sodium hydroxide). The solvent is C1(=CC=CC=C1)C (toluene), C1(=CC=CC=C1)C (toluene). Reaction conditions: temperature 5 celsius, time 15 minute. The product is C(C)(C)(C)N(NC(C1=CC=CC=C1)=O)C(C1=CC=CC=C1)=O (N'-t-butyl-N,N'-dibenzoylhydrazine). Reaction SMILES: Cl.[C:2]([NH:6][NH2:7])([CH3:5])([CH3:4])[CH3:3].[OH-:8].[Na+].[C:10](Cl)(=[O:17])[C:11]1[CH:16]=[CH:15][CH:14]=[CH:13][CH:12]=1>C1(C)C=CC=CC=1>[C:2]([N:6]([C:10](=[O:8])[C:11]1[CH:16]=[CH:15][CH:14]=[CH:13][CH:12]=1)[NH:7][C:10](=[O:17])[C:11]1[CH:16]=[CH:15][CH:14]=[CH:13][CH:12]=1)([CH3:5])([CH3:4])[CH3:3] |f:0.1,2.3|. Procedure details: To a stirred suspension of t-butylhydrazine hydrochloride (1.24 g, 10 mmoles) in toluene (50 ml) at room temperature, was added dropwise a solution of 50% aqueous sodium hydroxide (0.8 g, 10 ml). After 15 minutes, the reaction mixture was cooled to 5° C. and solutions of benzoyl chloride (2.82 gm, 20 ml) in toluene (7 ml) and 50% aqueous sodium hydroxide (1.6 g) were added dropwise and simultaneously from separate addition funnels while maintaining the temperature below 10° C. Following the addi... The reactants are CCOc1cc(C(C)(C)C)ncc1C1=NC(C)(c2ccc(Cl)cc2)C(C)(c2ccc(Cl)cc2)N1C(=O)Cl, CN(C)C(=O)N1CCNCC1. Yields the product CCOc1cc(C(C)(C)C)ncc1C1=NC(C)(c2ccc(Cl)cc2)C(C)(c2ccc(Cl)cc2)N1C(=O)N1CCN(C(=O)N(C)C)CC1. As a reaction SMILES: [C:1]([CH3:2])([CH3:3])([CH3:4])[c:5]1[cH:6][c:7]([O:35][CH2:36][CH3:37])[c:8]([C:11]2=[N:15][C:14]([CH3:16])([c:17]3[cH:18][cH:19][c:20]([Cl:23])[cH:21][cH:22]3)[C:13]([CH3:24])([c:25]3[cH:26][cH:27][c:28]([Cl:31])[cH:29][cH:30]3)[N:12]2[C:32](=[O:33])[Cl:34])[cH:9][n:10]1.[CH3:38][N:39]([C:40](=[O:41])[N:42]1[CH2:43][CH2:44][NH:45][CH2:46][CH2:47]1)[CH3:48]>>[C:1]([CH3:2])([CH3:3])([CH3:4])[c:5]1[cH:6][c:7]([O:35][CH2:36][CH3:37])[c:8]([C:11]2=[N:15][C:14]([CH3:16])([c:17]3[cH:18][cH:19][c:20]([Cl:23])[cH:21][cH:22]3)[C:13]([CH3:24])([c:25]3[cH:26][cH:27][c:28]([Cl:31])[cH:29][cH:30]3)[N:12]2[C:32](=[O:33])[N:45]2[CH2:44][CH2:43][N:42]([C:40]([N:39]([CH3:38])[CH3:48])=[O:41])[CH2:47][CH2:46]2)[cH:9][n:10]1. Starting materials: NC1=C(C(=O)NOCC2=CC=CC=C2)C(=C(C(=C1F)F)F)F (2-amino-N-benzyloxy-3,4,5,6-tetrafluoro-benzamide), solution, C(=O)(Cl)Cl (phosgene). Solvent: O1CCOCC1 (1,4-dioxane), C1(=CC=CC=C1)C (toluene), C(C)(=O)OCC (ethyl acetate). Run at temperature 80 celsius. Product: C(C1=CC=CC=C1)ON1C(NC2=C(C(=C(C(=C2C1=O)F)F)F)F)=O (3-Benzyloxy-5,6,7,8-tetrafluoro-1H-quinazoline-2,4-dione). Isolated yield 51.0%. Reaction SMILES: [NH2:1][C:2]1[C:18]([F:19])=[C:17]([F:20])[C:16]([F:21])=[C:15]([F:22])[C:3]=1[C:4]([NH:6][O:7][CH2:8][C:9]1[CH:14]=[CH:13][CH:12]=[CH:11][CH:10]=1)=[O:5].[C:23](Cl)(Cl)=[O:24]>O1CCOCC1.C1(C)C=CC=CC=1.C(OCC)(=O)C>[CH2:8]([O:7][N:6]1[C:4](=[O:5])[C:3]2[C:2](=[C:18]([F:19])[C:17]([F:20])=[C:16]([F:21])[C:15]=2[F:22])[NH:1][C:23]1=[O:24])[C:9]1[CH:10]=[CH:11][CH:12]=[CH:13][CH:14]=1. Reported procedure: A solution of 2-amino-N-benzyloxy-3,4,5,6-tetrafluoro-benzamide (Example V-3, 1.72 g, 5.47 mmol) in 1,4-dioxane (50 mL) was reacted with a 20% solution of phosgene (4.25 mL, 8.00 mmol) in toluene and heated to 80° C. in a sealed tube for 18 hours. The mixture was then cooled, diluted with ethyl acetate, and washed with saturated aqueous NaHCO3. The organic layer was dried with magnesium sulfate and concentrated. The residue was triturated with diethyl ether and filtered to provide 0.95 g of the ...